describe an organic reaction: reactants, conditions, products, and yield From a dataset of the Open Reaction Database (ORD), a public repository of structured organic reaction records. Starting materials: CCN1CCN(c2nc(-c3ccc(C(C)=O)cc3)cc3ccccc23)CC1, CCOC(C)=O, [Cl-], [NH4+], [Na+], [Na+], O=C([O-])[O-], C1CCOC1. Yields the product CCN1CCN(c2nc(-c3ccc(C(C)(C)O)cc3)cc3ccccc23)CC1. Reaction SMILES: [CH2:1]([CH3:2])[N:3]1[CH2:4][CH2:5][N:6]([c:9]2[n:10][c:11](-[c:19]3[cH:20][cH:21][c:22]([C:25]([CH3:26])=[O:27])[cH:23][cH:24]3)[cH:12][c:13]3[cH:14][cH:15][cH:16][cH:17][c:18]23)[CH2:7][CH2:8]1.[CH3:36][CH2:37][O:38][C:39](=[O:40])[CH3:41].[Cl-:28].[NH4+:29].[Na+:30].[Na+:31].[O-:32][C:33](=[O:34])[O-:35].[O:42]1[CH2:43][CH2:44][CH2:45][CH2:46]1>>[CH2:1]([CH3:2])[N:3]1[CH2:4][CH2:5][N:6]([c:9]2[n:10][c:11](-[c:19]3[cH:20][cH:21][c:22]([C:25]([CH3:26])([OH:27])[CH3:33])[cH:23][cH:24]3)[cH:12][c:13]3[cH:14][cH:15][cH:16][cH:17][c:18]23)[CH2:7][CH2:8]1. Reactants: CS(=O)(=O)Cl (MsCl), C(C)(C)(C)OC(=O)N1CCC(CC1)CC(C=1OC2=C(C=NC=C2)N1)O (4-(2-hydroxy-2-oxazolo[4,5-c]pyridin-2-yl-ethyl)piperidine-1-carboxylic acid tert-butyl ester), CS(=O)(=O)Cl (MsCl). Run in N1=CC=CC=C1 (pyridine). Run at temperature 0 celsius, time 1 hour. Yields the product C(C)(C)(C)OC(=O)N1CCC(CC1)CC(C=1OC2=C(C=NC=C2)N1)Cl (4-(2-Chloro-2-oxazolo[4,5-c]pyridin-2-ylethyl)piperidine-1-carboxylic acid tert-butyl ester). Reaction SMILES: CS([Cl:5])(=O)=O.[C:6]([O:10][C:11]([N:13]1[CH2:18][CH2:17][CH:16]([CH2:19][CH:20](O)[C:21]2[O:22][C:23]3[CH:28]=[CH:27][N:26]=[CH:25][C:24]=3[N:29]=2)[CH2:15][CH2:14]1)=[O:12])([CH3:9])([CH3:8])[CH3:7]>N1C=CC=CC=1>[C:6]([O:10][C:11]([N:13]1[CH2:18][CH2:17][CH:16]([CH2:19][CH:20]([Cl:5])[C:21]2[O:22][C:23]3[CH:28]=[CH:27][N:26]=[CH:25][C:24]=3[N:29]=2)[CH2:15][CH2:14]1)=[O:12])([CH3:9])([CH3:8])[CH3:7]. Procedure: MsCl (29 μL, 0.38 mmol) was added to a stirred solution of 4-(2-hydroxy-2-oxazolo[4,5-c]pyridin-2-yl-ethyl)piperidine-1-carboxylic acid tert-butyl ester (Preparation 7, 110 mg, 0.32 mmol) in anhydrous pyridine (5 mL) at 0° C. After 1 h, more MsCl (29 μL, 0.38 mmol) was added, then the mixture was stirred at 0° C. for an additional 1 h, before being heated under reflux for 1 h. The reaction was concentrated under reduced pressure, then the residue was purified by flash chromatography (EtOAc-IH, 7... Reactants: NC=C(C(=O)OC)C(C1=C(C=C(C(=C1)F)F)Cl)=O (Methyl 3-amino-2-(2-chloro-4,5-difluorobenzoyl)acrylate), FC1=CC=C(N)C=C1 (p-fluoroaniline), C1(=CC=C(C=C1)S(=O)(=O)O)C (p-toluenesulphonic acid). The solvent is O (H2O). The product is ClC1=C(C(=O)C(C(=O)OC)=CNC2=CC=C(C=C2)F)C=C(C(=C1)F)F (Methyl 2-(2-chloro-4,5-difluorobenzoyl)-3-((4-fluorophenyl)amino)acrylate). RXN SMILES: [NH2:1][CH:2]=[C:3]([C:8](=[O:18])[C:9]1[CH:14]=[C:13]([F:15])[C:12]([F:16])=[CH:11][C:10]=1[Cl:17])[C:4]([O:6][CH3:7])=[O:5].[F:19][C:20]1[CH:26]=[CH:25][C:23](N)=[CH:22][CH:21]=1.C1(C)C=CC(S(O)(=O)=O)=CC=1>O>[Cl:17][C:10]1[CH:11]=[C:12]([F:16])[C:13]([F:15])=[CH:14][C:9]=1[C:8]([C:3](=[CH:2][NH:1][C:23]1[CH:25]=[CH:26][C:20]([F:19])=[CH:21][CH:22]=1)[C:4]([O:6][CH3:7])=[O:5])=[O:18]. Procedure: The preparation was carried out analogously to Example 10 with 1.0 g of the product from Example 5, 1.01 g of p-fluoroaniline and 0.69 g of p-toluenesulphonic acid.H2O. Reactants: C(C)(=O)C=1C=NN(C1C)C1=NC=CC=N1 (4-acetyl-1-(2-pyrimidinyl)-5-methylpyrazole), Cl.Cl.N1=C(N=CC=C1)N1CCNCC1 (1-(2-pyrimidinyl)piperazine dihydrochloride), C=O (paraformaldehyde). Solvent: C(C)O (ethanol). Yields the product Cl.Cl.CC1=C(C=NN1C1=NC=CC=N1)C(CCN1CCN(CC1)C1=NC=CC=N1)=O (1-[5-Methyl-1-(2-pyrimidinyl)-4-pyrazolyl]-3-[4-(2-pyrimidinyl)-1-piperazinyl]-1-propanone dihydrochloride). Yield: 72.5%. As a reaction SMILES: [C:1]([C:4]1[CH:5]=[N:6][N:7]([C:10]2[N:15]=[CH:14][CH:13]=[CH:12][N:11]=2)[C:8]=1[CH3:9])(=[O:3])[CH3:2].[ClH:16].Cl.[N:18]1[CH:23]=[CH:22][CH:21]=[N:20][C:19]=1[N:24]1[CH2:29][CH2:28][NH:27][CH2:26][CH2:25]1.[CH2:30]=O>C(O)C>[ClH:16].[ClH:16].[CH3:9][C:8]1[N:7]([C:10]2[N:15]=[CH:14][CH:13]=[CH:12][N:11]=2)[N:6]=[CH:5][C:4]=1[C:1](=[O:3])[CH2:2][CH2:30][N:27]1[CH2:28][CH2:29][N:24]([C:19]2[N:20]=[CH:21][CH:22]=[CH:23][N:18]=2)[CH2:25][CH2:26]1 |f:1.2.3,6.7.8|. Procedure details: 404 mg of 4-acetyl-1-(2-pyrimidinyl)-5-methylpyrazole and 474 mg of 1-(2-pyrimidinyl)piperazine dihydrochloride were dissolved in 15 ml of ethanol and heated under reflux for 23 hours. During this period, 900 mg of paraformaldehyde was added thereto in portions. The reaction mixture was cooled, and the precipitate thus formed was taken up by filtration and washed with methanol. Thus 327 mg of the title compound was obtained in the form of a colorless solid product. The reactants are C(C)(=O)OO (peracetic acid), C(Cl)Cl (methylene chloride), O (water), CC1=CCCCC1 (1-methyl-1-cyclohexene). The reagents and catalysts are [Ru] (ruthenium). Run in C(C)(=O)OCC (ethyl acetate). Run at time 2 hour. Product: CC1(C(CCCC1)=O)O (2-methyl-2-hydroxy-1-cyclohexanone). As a reaction SMILES: C(Cl)Cl.[OH2:4].[CH3:5][C:6]1[CH2:11][CH2:10][CH2:9][CH2:8][CH:7]=1.C(OO)(=[O:14])C>[Ru].C(OCC)(=O)C>[CH3:5][C:6]1([OH:14])[CH2:11][CH2:10][CH2:9][CH2:8][C:7]1=[O:4]. Reported procedure: In a 50 ml flask equipped with a thermometer, a dropping funnel, and a stirrer were charged 7 ml of methylene chloride, 7 ml of water, 2 mmole of 1-methyl-1-cyclohexene, and 0.1 mmole of each of ruthenium catalysts shown in Table 2 below. To the mixture was added dropwise a 30% ethyl acetate solution of 1.52 g (6 mmole) of peracetic acid at room temperature over 2 hours while stirring on a magnetic stirrer. After the addition, the stirring was further continued at room temperature for 2 hours. T... The reactants are CCO, C=Cc1ccc2c(c1)NC(=O)CCC2=O. Product: CCc1ccc2c(c1)NC(=O)CCC2=O. As a reaction SMILES: [CH3:16][CH2:17][OH:18].[CH:1](=[CH2:2])[c:3]1[cH:4][c:5]2[c:6]([cH:14][cH:15]1)[C:7](=[O:13])[CH2:8][CH2:9][C:10](=[O:12])[NH:11]2>>[CH2:1]([CH3:2])[c:3]1[cH:4][c:5]2[c:6]([cH:14][cH:15]1)[C:7](=[O:13])[CH2:8][CH2:9][C:10](=[O:12])[NH:11]2.